Dataset: the Open Reaction Database (ORD), a public repository of structured organic reaction records. Task: describe an organic reaction: reactants, conditions, products, and yield Starting materials: C(C)(=O)C=1N=CC2=CC=CC=C2C1 (3-acetyl-isoquinoline), NO (hydroxylamine), C(C)(=O)[O-].[Na+] (sodium acetate). The solvent is CO (methanol), O (water), O (water). Yields the product C(C)(C=1N=CC2=CC=CC=C2C1)=NO (3-acetyl-isoquinoline oxime). Isolated yield 89.0%. Reaction SMILES: [C:1]([C:4]1[N:5]=[CH:6][C:7]2[C:12]([CH:13]=1)=[CH:11][CH:10]=[CH:9][CH:8]=2)(=O)[CH3:2].[NH2:14][OH:15].C([O-])(=O)C.[Na+]>CO.O>[C:1](=[N:14][OH:15])([C:4]1[N:5]=[CH:6][C:7]2[C:12]([CH:13]=1)=[CH:11][CH:10]=[CH:9][CH:8]=2)[CH3:2] |f:2.3|. Reported procedure: A solution of 3-acetyl-isoquinoline (0.65 g), hydroxylamine (0.29 g) and sodium acetate (0.47 g) in a mixture of methanol (20 ml) and water (3 ml) was heated to reflux for 1.5 hours. The reaction was then poured into water and extracted with ethyl acetate. The combined extracts were dried, concentrated and triturated with hexane to give 3-acetyl-isoquinoline oxime (0.63, 89% yield) as a white crystalline solid m.p. 135°-142° C.; 1H NMR: 2.50(3H,s); 7.61(1H,t); 7.70(1H,t); 7.87(1H,d); 7.99(1H,d);... Reactants: C(=O)CCCC1=C(C2=CC=CC=C2C(=C1)OC)O (2-(3-formylpropyl)-4-methoxy-1-hydroxynaphthalene), O1CCCC=C1 (dihydropyran), C([O-])(O)=O.[Na+] (sodium bicarbonate), Cl.[NH+]1=CC=CC=C1 (pyridinium hydrochloride). Run in C(Cl)Cl (methylene chloride). Conditions: time 24 hour. Yields the product C(=O)CCCC1=C(C2=CC=CC=C2C(=C1)OC)OC1OCCCC1 (2-(3-Formylpropyl)-4-methoxy-1-[(tetrahydro-2H-pyran-2-yl)oxy]naphthalene). As a reaction SMILES: [CH:1]([CH2:3][CH2:4][CH2:5][C:6]1[CH:15]=[C:14]([O:16][CH3:17])[C:13]2[C:8](=[CH:9][CH:10]=[CH:11][CH:12]=2)[C:7]=1[OH:18])=[O:2].[O:19]1[CH:24]=[CH:23][CH2:22][CH2:21][CH2:20]1.Cl.[NH+]1C=CC=CC=1.C(=O)(O)[O-].[Na+]>C(Cl)Cl>[CH:1]([CH2:3][CH2:4][CH2:5][C:6]1[CH:15]=[C:14]([O:16][CH3:17])[C:13]2[C:8](=[CH:9][CH:10]=[CH:11][CH:12]=2)[C:7]=1[O:18][CH:20]1[CH2:21][CH2:22][CH2:23][CH2:24][O:19]1)=[O:2] |f:2.3,4.5|. Reported procedure: A solution of 76 mg of 2-(3-formylpropyl)-4-methoxy-1-hydroxynaphthalene in 2 ml methylene chloride is treated with 0.5 ml of dihydropyran and then with a few mg of pyridinium hydrochloride. The resulting solution is stirred at room temperature for 24 hrs at which time TLC analysis indicates no remaining starting material. The solution is poured into 20 ml of saturated aqueous sodium bicarbonate and extracted two times with ether. The combined organic extracts are washed with water (pH adjusted ... Reactants: BrC=1C=CC=2N(C1)N=C(N2)N2CCCC2 (6-Bromo-2-pyrrolidin-1-yl-[1,2,4]triazolo[1,5-a]pyridine), N1(CCOCC1)C1=NN2C(C=CC(=C2)N)=N1 (2-morpholin-4-yl-[1,2,4]triazolo[1,5-a]pyridin-6-ylamine), solid. Yields the product N1(CCCC1)C1=NN2C(C=CC(=C2)N)=N1 (2-Pyrrolidin-1-yl-[1,2,4]triazolo[1,5-a]pyridin-6-ylamine). RXN SMILES: BrC1C=CC2N(N=C(N3CCCC3)N=2)C=1.[N:16]1([C:22]2[N:31]=[C:25]3[CH:26]=[CH:27][C:28]([NH2:30])=[CH:29][N:24]3[N:23]=2)[CH2:21][CH2:20]O[CH2:18][CH2:17]1>>[N:16]1([C:22]2[N:31]=[C:25]3[CH:26]=[CH:27][C:28]([NH2:30])=[CH:29][N:24]3[N:23]=2)[CH2:21][CH2:20][CH2:18][CH2:17]1. Reported procedure: Using 6-Bromo-2-pyrrolidin-1-yl-[1,2,4]triazolo[1,5-a]pyridine, this compound was prepared following the same method as for the synthesis of 2-morpholin-4-yl-[1,2,4]triazolo[1,5-a]pyridin-6-ylamine. Brown solid (1.1 g, 81%). MS: m/z=204 (M+H+). Starting materials: C=C1CC(NC(=O)OCc2ccccc2)(C(=O)OCC)C2C1C2C(=O)OCC, CC[Zn]CC, CC(Cl)Cl, Cl, ICI, O=C(O)C(F)(F)F. The product is CCOC(=O)C1C2C1C(NC(=O)OCc1ccccc1)(C(=O)OCC)CC21CC1. Reaction SMILES: [CH2:16]([c:17]1[cH:18][cH:19][cH:20][cH:21][cH:22]1)[O:23][C:24](=[O:25])[NH:26][C:27]1([C:39](=[O:40])[O:41][CH2:42][CH3:43])[CH:28]2[CH:29]([C:34](=[O:35])[O:36][CH2:37][CH3:38])[CH:30]2[C:31](=[CH2:33])[CH2:32]1.[CH3:1][CH2:2][Zn:3][CH2:4][CH3:5].[Cl:45][CH:46]([Cl:47])[CH3:48].[ClH:44].[I:13][CH2:14][I:15].[OH:6][C:7]([C:8]([F:9])([F:10])[F:11])=[O:12]>>[CH2:1]1[C:31]2([CH:30]3[CH:28]([C:27]([NH:26][C:24]([O:23][CH2:16][c:17]4[cH:18][cH:19][cH:20][cH:21][cH:22]4)=[O:25])([C:39](=[O:40])[O:41][CH2:42][CH3:43])[CH2:32]2)[CH:29]3[C:34](=[O:35])[O:36][CH2:37][CH3:38])[CH2:33]1. The reactants are CC(C#N)(C)C1=C(C=C(C=C1)C(F)(F)F)[N+](=O)[O-] (2-methyl-2-(2-nitro-4-trifluoromethyl-phenyl)-propionitrile), B (borane), solution. Solvent: C1CCOC1 (THF), C1CCOC1 (THF). Run at time 6 hour. Product: CC(CN)(C)C1=C(C=C(C=C1)C(F)(F)F)[N+](=O)[O-] (2-Methyl-2-(2-nitro-4-trifluoromethyl-phenyl)-propylamine). As a reaction SMILES: [CH3:1][C:2]([C:6]1[CH:11]=[CH:10][C:9]([C:12]([F:15])([F:14])[F:13])=[CH:8][C:7]=1[N+:16]([O-:18])=[O:17])([CH3:5])[C:3]#[N:4].B>C1COCC1>[CH3:5][C:2]([C:6]1[CH:11]=[CH:10][C:9]([C:12]([F:14])([F:15])[F:13])=[CH:8][C:7]=1[N+:16]([O-:18])=[O:17])([CH3:1])[CH2:3][NH2:4]. Procedure details: To the solid 2-methyl-2-(2-nitro-4-trifluoromethyl-phenyl)-propionitrile (1.0 g, 3.9 mmol) in a 250 mL round-bottom flask at 0 degrees C. was added a solution of borane in THF (47 mL of a 1 M solution in THF, 47 mmol). The orange-yellow solution was allowed to warm to room temperature and stir for 6 h. The solution was then cooled to 0 degrees C., and was quenched by the careful dropwise addition of 6 N HCl. After gas evolution ceased, a total of 47 mL 6N HCl was added, resulting in a white prec... The reactants are CC1=C(C=CC(=C1)[N+](=O)[O-])NC(CO)C(CCCCCCCCCCCCCCC)O (2-[(2-methyl-4-nitrophenyl)amino]octadecane-1,3-diol). The reagents and catalysts are [Zn].[Cl-].[NH4+].O.C(C)O (zinc ammonium chloride water ethanol). Run in C1(=C(C(=C(C(=C1F)F)F)N)F)N.Cl.Cl (dihydrochloride). Yields the product NC1=CC(=C(C=C1)NC(CO)C(CCCCCCCCCCCCCCC)O)C (2-(4-amino-2-methylphenylamino)octadecane-1,3-diol). As a reaction SMILES: [CH3:1][C:2]1[CH:7]=[C:6]([N+:8]([O-])=O)[CH:5]=[CH:4][C:3]=1[NH:11][CH:12]([CH:15]([OH:31])[CH2:16][CH2:17][CH2:18][CH2:19][CH2:20][CH2:21][CH2:22][CH2:23][CH2:24][CH2:25][CH2:26][CH2:27][CH2:28][CH2:29][CH3:30])[CH2:13][OH:14]>C1(N)C(F)=C(F)C(F)=C(N)C=1F.Cl.Cl.[Zn].[Cl-].[NH4+].O.C(O)C>[NH2:8][C:6]1[CH:5]=[CH:4][C:3]([NH:11][CH:12]([CH:15]([OH:31])[CH2:16][CH2:17][CH2:18][CH2:19][CH2:20][CH2:21][CH2:22][CH2:23][CH2:24][CH2:25][CH2:26][CH2:27][CH2:28][CH2:29][CH3:30])[CH2:13][OH:14])=[C:2]([CH3:1])[CH:7]=1 |f:1.2.3,4.5.6.7.8|. Reported procedure: The 2-[(2-methyl-4-nitrophenyl)amino]octadecane-1,3-diol (21) obtained above was reduced with a boiling zinc/ammonium chloride/water/ethanol mixture. The corresponding amine was isolated in dihydrochloride form. Reaction SMILES: C([C@@H:4]1[CH2:9][CH2:8][CH2:7][C@H:6]([NH:10][C:11](=[O:20])[O:12][CH2:13][C:14]2[CH:19]=[CH:18][CH:17]=[CH:16][CH:15]=2)[CH2:5]1)(=O)N.FC(F)(F)C(OC1C(OC(=O)C(F)(F)F)=C(I)C=CC=1)=O.C(#[N:44])C>O>[NH2:44][C@@H:4]1[CH2:9][CH2:8][CH2:7][C@H:6]([NH:10][C:11](=[O:20])[O:12][CH2:13][C:14]2[CH:19]=[CH:18][CH:17]=[CH:16][CH:15]=2)[CH2:5]1. Run in O (water). Procedure details: Benzyl N-[(1S,3R)-3-carbamoylcyclohexyl]carbamate, 18d, (9.1 g, 32.9 mmol) was suspended in a mixture of acetonitrile (100 mL) and water (100 mL) and treated with bis(trifluoroacetoxy)iodobenzene (15.5 g, 36.1 mmol). The suspension was allowed to stir at room temperature overnight and was then quenched with 1N HCl (100 mL). After evaporation of the acetonitrile, the acidic aqueous solution was washed with EtOAc (2×150 mL). The pH was adjusted to basic by addition of solid KOH and the resulting e... Conditions: time 8 hour. Starting materials: C(N)(=O)[C@H]1C[C@H](CCC1)NC(OCC1=CC=CC=C1)=O (Benzyl N-[(1S,3R)-3-carbamoylcyclohexyl]carbamate), C(N)(=O)[C@H]1C[C@H](CCC1)NC(OCC1=CC=CC=C1)=O (benzyl N-[(1S,3R)-3-carbamoylcyclohexyl]carbamate), C(C)#N (acetonitrile), FC(C(=O)OC=1C(=C(C=CC1)I)OC(C(F)(F)F)=O)(F)F (bis(trifluoroacetoxy)iodobenzene). The product is N[C@H]1C[C@H](CCC1)NC(OCC1=CC=CC=C1)=O (benzyl N-[(1S,3R)-3-aminocyclohexyl]carbamate). The yield is 75.0%. Starting materials: N#CCS(=O)(=O)c1cccc(C(F)(F)F)c1, O=Cc1sccc1Oc1ccccc1. RXN SMILES: [F:15][C:16]([c:17]1[cH:18][c:19]([S:23](=[O:24])(=[O:25])[CH2:26][C:27]#[N:28])[cH:20][cH:21][cH:22]1)([F:29])[F:30].[O:1]([c:2]1[cH:3][cH:4][cH:5][cH:6][cH:7]1)[c:8]1[c:9]([CH:13]=[O:14])[s:10][cH:11][cH:12]1>>[O:1]([c:2]1[cH:3][cH:4][cH:5][cH:6][cH:7]1)[c:8]1[c:9]([CH:13]=[C:26]([S:23]([c:19]2[cH:18][c:17]([C:16]([F:15])([F:29])[F:30])[cH:22][cH:21][cH:20]2)(=[O:24])=[O:25])[C:27]#[N:28])[s:10][cH:11][cH:12]1. Product: N#CC(=Cc1sccc1Oc1ccccc1)S(=O)(=O)c1cccc(C(F)(F)F)c1. Starting materials: CC(=O)C (acetone), CN1N=CC(=C1O)C(C1=C(C(=C(C=C1)S(=O)(=O)C)C(OC)OC)Cl)=O (1-methyl-5-hydroxy-4-(2-chloro-4-methanesulfonyl- 3-dimethoxymethylbenzoyl)pyrazole). Solvent: Cl (hydrochloric acid). Conditions: time 1 hour. Product: CN1N=CC(=C1O)C(C1=C(C(=C(C=C1)S(=O)(=O)C)C=O)Cl)=O (1-methyl-5-hydroxy-4-(2-chloro-4-methanesulfonyl-3-formylbenzoyl)pyrazole). Reaction SMILES: CC(C)=O.[CH3:5][N:6]1[C:10]([OH:11])=[C:9]([C:12](=[O:29])[C:13]2[CH:18]=[CH:17][C:16]([S:19]([CH3:22])(=[O:21])=[O:20])=[C:15]([CH:23](OC)[O:24]C)[C:14]=2[Cl:28])[CH:8]=[N:7]1>Cl>[CH3:5][N:6]1[C:10]([OH:11])=[C:9]([C:12](=[O:29])[C:13]2[CH:18]=[CH:17][C:16]([S:19]([CH3:22])(=[O:21])=[O:20])=[C:15]([CH:23]=[O:24])[C:14]=2[Cl:28])[CH:8]=[N:7]1. Procedure details: To acetone in a volume of 40 ml, was dissolved 1-methyl-5-hydroxy-4-(2-chloro-4-methanesulfonyl- 3-dimethoxymethylbenzoyl)pyrazole in an amount of 1.8 g (4.7 mmol), and hydrochloric acid in an amount of 2 ml was then added to the resulting solution. The mixture was stirred for 1 hour under heating reflux, and the solvent therein was removed by distillation. Crystals precipitated was washed with ether to obtain 1-methyl-5-hydroxy-4-(2-chloro-4-methanesulfonyl-3-formylbenzoyl)pyrazole in an amount...